From a dataset of the Open Reaction Database (ORD), a public repository of structured organic reaction records. describe an organic reaction: reactants, conditions, products, and yield Starting materials: ClC1=CC=C2C=CC(=NC2=C1)C=CC=1C=C(C=CC1)[C@H](CCC1=C(C(=O)OC)C=CC=C1)O (Methyl (S)2-(3-(3-(2-(7-chloro-2-quinolinyl)ethenyl)phenyl)-3-hydroxypropyl)benzoate), Cl.CNOC (N,O-dimethylhydroxylamine hydrochloride), CC[Mg+].[Br-] (EtMgBr), CCOCC (Et2O). The solvent is C1CCOC1 (THF). Conditions: temperature 0 celsius, time 30 minute. The product is CN(C(C1=C(C=CC=C1)CC[C@H](O)C1=CC(=CC=C1)C=CC1=NC2=CC(=CC=C2C=C1)Cl)=O)OC ((S)-N-methyl-N-methoxy 2(3-(3-(2-(7-chloro-2-quinolinyl)ethenyl)phenyl)-3-hydroxypropyl)benzamide). As a reaction SMILES: [Cl:1][C:2]1[CH:11]=[C:10]2[C:5]([CH:6]=[CH:7][C:8]([CH:12]=[CH:13][C:14]3[CH:15]=[C:16]([C@@H:20]([OH:33])[CH2:21][CH2:22][C:23]4[CH:32]=[CH:31][CH:30]=[CH:29][C:24]=4[C:25](OC)=[O:26])[CH:17]=[CH:18][CH:19]=3)=[N:9]2)=[CH:4][CH:3]=1.Cl.[CH3:35][NH:36][O:37][CH3:38].CC[Mg+].[Br-].CCOCC>C1COCC1>[CH3:35][N:36]([O:37][CH3:38])[C:25](=[O:26])[C:24]1[CH:29]=[CH:30][CH:31]=[CH:32][C:23]=1[CH2:22][CH2:21][C@@H:20]([C:16]1[CH:17]=[CH:18][CH:19]=[C:14]([CH:13]=[CH:12][C:8]2[CH:7]=[CH:6][C:5]3[C:10](=[CH:11][C:2]([Cl:1])=[CH:3][CH:4]=3)[N:9]=2)[CH:15]=1)[OH:33] |f:1.2,3.4|. Procedure details: To a suspension of the hydroxy ester of Step 3 (4.519 g, 9.5 mmol) and N,O-dimethylhydroxylamine hydrochloride (2.777 g, 28.5 mmol) in 95 mL of anhydrous THF at 0° C. was added dropwise 3M EtMgBr in Et2O (22 mL 66 mmol) over ≃40 min. The mixture was then stirred at 0° C. for 30 min. and poured into ice-cold saturated NH4Cl. The product was extracted in EtOAc, dried over Na2SO4, and concentrated to yield the title compound. Starting materials: COC(=O)C1(CN(C)C)CCN(Cc2ccccc2)C1, CO, [H][H]. Yields the product COC(=O)C1(CN(C)C)CCNC1. As a reaction SMILES: [CH3:1][O:2][C:3](=[O:4])[C:5]1([CH2:17][N:18]([CH3:19])[CH3:20])[CH2:6][N:7]([CH2:10][c:11]2[cH:12][cH:13][cH:14][cH:15][cH:16]2)[CH2:8][CH2:9]1.[CH3:23][OH:24].[H:21][H:22]>>[CH3:1][O:2][C:3](=[O:4])[C:5]1([CH2:17][N:18]([CH3:19])[CH3:20])[CH2:6][NH:7][CH2:8][CH2:9]1.